From a dataset of the Open Reaction Database (ORD), a public repository of structured organic reaction records. describe an organic reaction: reactants, conditions, products, and yield Reactants: CNc1ccc(OC)cc1, CC(=O)[O-], COc1cc2nc(Cl)nc(Cl)c2cc1OC, [Na+], C1CCOC1, O. Yields the product COc1ccc(N(C)c2nc(Cl)nc3cc(OC)c(OC)cc23)cc1. Reaction SMILES: [CH3:17][O:18][c:19]1[cH:20][cH:21][c:22]([NH:23][CH3:24])[cH:25][cH:26]1.[CH3:28][C:29](=[O:30])[O-:31].[Cl:1][c:2]1[n:3][c:4]2[cH:5][c:6]([O:15][CH3:16])[c:7]([O:13][CH3:14])[cH:8][c:9]2[c:10]([Cl:12])[n:11]1.[Na+:27].[O:32]1[CH2:33][CH2:34][CH2:35][CH2:36]1.[OH2:37]>>[Cl:1][c:2]1[n:3][c:4]2[cH:5][c:6]([O:15][CH3:16])[c:7]([O:13][CH3:14])[cH:8][c:9]2[c:10]([N:23]([c:22]2[cH:21][cH:20][c:19]([O:18][CH3:17])[cH:26][cH:25]2)[CH3:24])[n:11]1.